From a dataset of the Open Reaction Database (ORD), a public repository of structured organic reaction records. describe an organic reaction: reactants, conditions, products, and yield RXN SMILES: [CH2:1]([OH:15])[CH2:2][CH2:3][CH2:4][CH2:5][CH2:6][CH2:7][CH2:8][CH2:9][CH2:10][CH2:11][CH2:12][CH2:13][CH3:14].[H-].[Na+].C1(C)C(C)=CC=CC=1.Cl[C:27]1[S:31][C:30]([C:32]([OH:34])=[O:33])=[CH:29][CH:28]=1>C(O)(=O)C>[CH2:1]([O:15][C:27]1[S:31][C:30]([C:32]([OH:34])=[O:33])=[CH:29][CH:28]=1)[CH2:2][CH2:3][CH2:4][CH2:5][CH2:6][CH2:7][CH2:8][CH2:9][CH2:10][CH2:11][CH2:12][CH2:13][CH3:14] |f:1.2|. Solvent: C(C)(=O)O (acetic acid). Reported procedure: A mixture of 21.4 g (0.100 mole) of 1-tetradecanol, 5.9 g (0.146 mole) of sodium hydride (59.5% in oil) and 300 ml of dried xylene is heated to reflux with stirring for 2 hours then allowed to cool after which 7.5 g (0.046 mole ) of 5-chloro-2-thiophenecarboxylic acid is added. The mixture is refluxed for 64 hours after which the mixture is cooled and poured into a water-ice mixture, acidified with acetic acid, and extracted with the addition of ether. The ether is evaporated and aqueous layer e... Reactants: C(CCCCCCCCCCCCC)O (1-tetradecanol), [H-].[Na+] (sodium hydride), C=1(C(=CC=CC1)C)C (xylene), ClC1=CC=C(S1)C(=O)O (5-chloro-2-thiophenecarboxylic acid), water ice. Run at time 2 hour. The product is C(CCCCCCCCCCCCC)OC1=CC=C(S1)C(=O)O (5-(tetradecyloxy)-2-thiophene carboxylic acid). The reactants are Cn1c(=O)oc2cc(Br)cnc21, C[Sn](C)(C)C, Cc1ccccc1, [Cl-], [Cl-], [Pd+2], c1ccc(P(c2ccccc2)c2ccccc2)cc1, c1ccc(P(c2ccccc2)c2ccccc2)cc1. Yields the product Cc1cnc2c(c1)oc(=O)n2C. As a reaction SMILES: [Br:1][c:2]1[cH:3][c:4]2[c:5]([n:6][cH:7]1)[n:8]([CH3:12])[c:9](=[O:11])[o:10]2.[CH3:13][Sn:14]([CH3:15])([CH3:16])[CH3:17].[CH3:18][c:19]1[cH:20][cH:21][cH:22][cH:23][cH:24]1.[Cl-:25].[Cl-:26].[Pd+2:65].[c:27]1([P:28]([c:29]2[cH:30][cH:31][cH:32][cH:33][cH:34]2)[c:35]2[cH:36][cH:37][cH:38][cH:39][cH:40]2)[cH:41][cH:42][cH:43][cH:44][cH:45]1.[c:46]1([P:47]([c:48]2[cH:49][cH:50][cH:51][cH:52][cH:53]2)[c:54]2[cH:55][cH:56][cH:57][cH:58][cH:59]2)[cH:60][cH:61][cH:62][cH:63][cH:64]1>>[c:2]1([CH3:13])[cH:3][c:4]2[c:5]([n:6][cH:7]1)[n:8]([CH3:12])[c:9](=[O:11])[o:10]2. Starting materials: O=C1SC(C(N1)=O)=CC=1C=CC(=C(C(=O)OC)C1)OC (Methyl 5-(2,4-dioxothiazolidin-5-ylidene)methyl-2-methoxy-benzoate). Reagents/catalysts: [Pd] (palladium/carbon). Solvent: CN(C)C=O (DMF). Yields the product O=C1SC(C(N1)=O)CC=1C=CC(=C(C(=O)OC)C1)OC (Methyl 5-(2,4-dioxothiazolidin-5-yl)methyl-2-methoxy-benzoate). Yield: 61.3%. As a reaction SMILES: [O:1]=[C:2]1[NH:6][C:5](=[O:7])[C:4](=[CH:8][C:9]2[CH:10]=[CH:11][C:12]([O:19][CH3:20])=[C:13]([CH:18]=2)[C:14]([O:16][CH3:17])=[O:15])[S:3]1>[Pd].CN(C=O)C>[O:1]=[C:2]1[NH:6][C:5](=[O:7])[CH:4]([CH2:8][C:9]2[CH:10]=[CH:11][C:12]([O:19][CH3:20])=[C:13]([CH:18]=2)[C:14]([O:16][CH3:17])=[O:15])[S:3]1. Reported procedure: Methyl 5-(2,4-dioxothiazolidin-5-ylidene)methyl-2-methoxy-benzoate (9.52 g) was suspended into DMF (250 ml) and hydrogenated with 10% palladium/carbon (10.0 g) at room temperature under a hydrogen pressure of 3.5 kg/cm2. After the reaction, the solution was filtered and concentrated and water was added to the residue, which was extracted with ethyl acetate. The organic layer was washed with saturated brine, dried over anhydrous sodium sulfate and concentrated under reduced pressure. The residue ... The reactants are COc1ccc(CN)c(OC)c1, CS(C)=O, COc1nc2cc(C)ccc2nc1Cl, O. Yields the product COc1ccc(CNc2nc3ccc(C)cc3nc2OC)c(OC)c1. RXN SMILES: [CH3:15][O:16][c:17]1[c:18]([CH2:19][NH2:20])[cH:21][cH:22][c:23]([O:25][CH3:26])[cH:24]1.[CH3:28][S:29]([CH3:30])=[O:31].[Cl:1][c:2]1[n:3][c:4]2[cH:5][cH:6][c:7]([CH3:14])[cH:8][c:9]2[n:10][c:11]1[O:12][CH3:13].[OH2:27]>>[c:2]1([NH:20][CH2:19][c:18]2[c:17]([O:16][CH3:15])[cH:24][c:23]([O:25][CH3:26])[cH:22][cH:21]2)[n:3][c:4]2[cH:5][cH:6][c:7]([CH3:14])[cH:8][c:9]2[n:10][c:11]1[O:12][CH3:13]. Starting materials: ClCC=1N=C(OC1C)C=1OC=CC1 (4-(chloromethyl)-2-(2-furyl)-5-methyloxazole), OC1=CC=C(CO\N=C(/CCC(=O)OC)\C2=CC=CC=C2)C=C1 (methyl E-4-(4-hydroxybenzyloxyimino)-4-phenylbutyrate), C([O-])([O-])=O.[K+].[K+] (potassium carbonate), CN(C=O)C (N,N-dimethylformamide). Solvent: C(C)(=O)OCC.CCCCCC (ethyl acetate hexane), O (Water). Conditions: time 18 hour. The product is O1C(=CC=C1)C=1OC(=C(N1)COC1=CC=C(CO\N=C(/CCC(=O)OC)\C2=CC=CC=C2)C=C1)C (methyl E-4-[4-[2-(2-furyl)-5-methyl-4-oxazolylmethoxy]benzyloxyimino]-4-phenylbutyrate). The yield is 67.0%. RXN SMILES: Cl[CH2:2][C:3]1[N:4]=[C:5]([C:9]2[O:10][CH:11]=[CH:12][CH:13]=2)[O:6][C:7]=1[CH3:8].[OH:14][C:15]1[CH:36]=[CH:35][C:18]([CH2:19][O:20]/[N:21]=[C:22](/[C:29]2[CH:34]=[CH:33][CH:32]=[CH:31][CH:30]=2)\[CH2:23][CH2:24][C:25]([O:27][CH3:28])=[O:26])=[CH:17][CH:16]=1.C(=O)([O-])[O-].[K+].[K+].CN(C)C=O>C(OCC)(=O)C.CCCCCC.O>[O:10]1[CH:11]=[CH:12][CH:13]=[C:9]1[C:5]1[O:6][C:7]([CH3:8])=[C:3]([CH2:2][O:14][C:15]2[CH:16]=[CH:17][C:18]([CH2:19][O:20]/[N:21]=[C:22](/[C:29]3[CH:30]=[CH:31][CH:32]=[CH:33][CH:34]=3)\[CH2:23][CH2:24][C:25]([O:27][CH3:28])=[O:26])=[CH:35][CH:36]=2)[N:4]=1 |f:2.3.4,6.7|. Procedure: A mixture of 4-(chloromethyl)-2-(2-furyl)-5-methyloxazole (348 mg), methyl E-4-(4-hydroxybenzyloxyimino)-4-phenylbutyrate (500 mg), potassium carbonate (442 mg) and N,N-dimethylformamide (10 ml) was stirred at room temperature for 18 hours. Water was added to the reaction mixture and extracted with ethyl acetate. The ethyl acetate layer was washed with an aqueous saturated solution of sodium chloride, dried (MgSO4) and concentrated. The residue was subjected to silica gel chromatography to obtai...